Dataset: the Open Reaction Database (ORD), a public repository of structured organic reaction records. Task: describe an organic reaction: reactants, conditions, products, and yield Starting materials: CCCO, O=C(O)Cc1ccc2c(c1)C(=O)c1ccccc1CO2, O=S(=O)(O)O. Yields the product CCCOC(=O)Cc1ccc2c(c1)C(=O)c1ccccc1CO2. RXN SMILES: [CH2:26]([CH2:27][CH3:28])[OH:29].[O:1]=[C:2]1[c:3]2[c:4]([cH:13][cH:14][c:15]([CH2:17][C:18](=[O:19])[OH:20])[cH:16]2)[O:5][CH2:6][c:7]2[c:8]1[cH:9][cH:10][cH:11][cH:12]2.[S:21](=[O:22])(=[O:23])([OH:24])[OH:25]>>[O:1]=[C:2]1[c:3]2[c:4]([cH:13][cH:14][c:15]([CH2:17][C:18](=[O:19])[O:20][CH2:26][CH2:27][CH3:28])[cH:16]2)[O:5][CH2:6][c:7]2[c:8]1[cH:9][cH:10][cH:11][cH:12]2. Starting materials: ClC1=C2C(=NN=C1C1=CC=CC=C1)N(N=C2C=2C=C(C=CC2)C)C (4-chloro-1-methyl-5-phenyl-3-m-tolyl-1H-pyrazolo[3,4-c]pyridazine), CC1=CC=C(C=O)C=C1 (4-methylbenzaldehyde). Conditions: time 16 hour. Yields the product ClC1=C2C(=NN=C1C1=CC=CC=C1)N(N=C2C2=CC=C(C=C2)C)C (4-Chloro-1-methyl-5-phenyl-3-p-tolyl-1H-pyrazolo[3,4-c]pyridazine). As a reaction SMILES: [Cl:1][C:2]1[C:7]([C:8]2[CH:13]=[CH:12][CH:11]=[CH:10][CH:9]=2)=[N:6][N:5]=[C:4]2[N:14]([CH3:24])[N:15]=[C:16]([C:17]3[CH:18]=[C:19](C)[CH:20]=[CH:21][CH:22]=3)[C:3]=12.[CH3:25]C1C=CC(C=O)=CC=1>>[Cl:1][C:2]1[C:7]([C:8]2[CH:13]=[CH:12][CH:11]=[CH:10][CH:9]=2)=[N:6][N:5]=[C:4]2[N:14]([CH3:24])[N:15]=[C:16]([C:17]3[CH:22]=[CH:21][C:20]([CH3:25])=[CH:19][CH:18]=3)[C:3]=12. Reported procedure: Compound 21 was synthesised following similar procedures outlined in Example 24 (Compound 19), using 4-methylbenzaldehyde instead of 3-methylbenzaldehyde in Step 1. As a slightly modified procedure, Step 3 was performed at 70° C. for 16 h in a sealed tube. Reactants: CCCCn1c(=O)n(CC)c(=O)c2[nH]cnc21, CC#N, O=C1CCC(=O)N1Cl. The product is CCCCn1c(=O)n(CC)c(=O)c2[nH]c(Cl)nc21. RXN SMILES: [CH2:1]([CH2:2][CH2:3][CH3:4])[n:5]1[c:6](=[O:17])[n:7]([CH2:15][CH3:16])[c:8](=[O:14])[c:9]2[nH:10][cH:11][n:12][c:13]12.[CH3:26][C:27]#[N:28].[Cl:18][N:19]1[C:20](=[O:21])[CH2:22][CH2:23][C:24]1=[O:25]>>[CH2:1]([CH2:2][CH2:3][CH3:4])[n:5]1[c:6](=[O:17])[n:7]([CH2:15][CH3:16])[c:8](=[O:14])[c:9]2[nH:10][c:11]([Cl:18])[n:12][c:13]12. Conditions: time 8 hour. The reactants are FS(=O)(=O)[O-].ClC1=CC=C(C=C1)[N+]1=CC=C(C=C1)OC (1-(4-chlorophenyl)-4-methoxypyridinium fluorosulfonate), NN (hydrazine). Solvent: CO (methanol). Product: FS(=O)(=O)O.ClC1=CC=C(C=C1)N1C=CC(C=C1)=NN (1-(4-Chlorophenyl)-4(1H)-pyridinone Hydrazone Fluorosulfonate). RXN SMILES: [F:1][S:2]([O-:5])(=[O:4])=[O:3].[Cl:6][C:7]1[CH:12]=[CH:11][C:10]([N+:13]2[CH:18]=[CH:17][C:16](OC)=[CH:15][CH:14]=2)=[CH:9][CH:8]=1.[NH2:21][NH2:22]>CO>[F:1][S:2]([OH:5])(=[O:4])=[O:3].[Cl:6][C:7]1[CH:12]=[CH:11][C:10]([N:13]2[CH:18]=[CH:17][C:16](=[N:21][NH2:22])[CH:15]=[CH:14]2)=[CH:9][CH:8]=1 |f:0.1,4.5|. Procedure details: To a suspension of 3.2 g. (0.01 mole) of 1-(4-chlorophenyl)-4-methoxypyridinium fluorosulfonate, prepared by the process set forth in Example 1, in 20 ml. methanol was added 0.4 g. anhydrous hydrazine. The mixture was heated to boiling for a few minutes and the resulting clear orange solution was kept overnight at room temperature. The product, in the form of orange crystals, was obtained in two crops. The total weight was 2.97 g. 93%). The product was recrystallized from methanol, m.p. 174°-176... Reactants: di-trifluoroacetate, ( 41 ), N1CCC(CC1)N1CCC(CC1)N1C(NC2=C1C=CC=C2)=O (1-[1-(piperidin-4-yl)piperidin-4-yl]-1,3-dihydro-2H-benzimidazol-2-one), C(C)(C)N(CC)C(C)C (diisopropylethylamine), ClC(=O)OCC (ethyl chloroformate), C([O-])(O)=O.[Na+] (sodium bicarbonate). The solvent is ClCCl (dichloromethane), C(Cl)(Cl)Cl (chloroform). Run at time 8 hour. Product: C(C)OC(=O)N1CCC(CC1)N1CCC(CC1)N1C(NC2=C1C=CC=C2)=O (1-[1-(1-ethoxycarbonylpiperidin-4-yl)-piperidin-4-yl]-1,3-dihydro-2H-benzimidazol-2-one). As a reaction SMILES: [NH:1]1[CH2:6][CH2:5][CH:4]([N:7]2[CH2:12][CH2:11][CH:10]([N:13]3[C:17]4[CH:18]=[CH:19][CH:20]=[CH:21][C:16]=4[NH:15][C:14]3=[O:22])[CH2:9][CH2:8]2)[CH2:3][CH2:2]1.C(N(C(C)C)CC)(C)C.Cl[C:33]([O:35][CH2:36][CH3:37])=[O:34].C(=O)(O)[O-].[Na+]>ClCCl.C(Cl)(Cl)Cl>[CH2:36]([O:35][C:33]([N:1]1[CH2:2][CH2:3][CH:4]([N:7]2[CH2:8][CH2:9][CH:10]([N:13]3[C:17]4[CH:18]=[CH:19][CH:20]=[CH:21][C:16]=4[NH:15][C:14]3=[O:22])[CH2:11][CH2:12]2)[CH2:5][CH2:6]1)=[O:34])[CH3:37] |f:3.4|. Reported procedure: Forty-one (41) mg of 1-[1-(piperidin-4-yl)piperidin-4-yl]-1,3-dihydro-2H-benzimidazol-2-one.di-trifluoroacetate was dissolved in 5 ml of dichloromethane, and to which 25 mg of diisopropylethylamine and 11 mg of ethyl chloroformate were added, followed by stirring overnight. The reaction mixture was distributed between chloroform and saturated aqueous sodium bicarbonate solution. The organic layer was dried over sodium sulfate, concentrated, and the resulting residue was purified by silica gel co... RXN SMILES: [C:1]([O:4][C:5](=O)[CH3:6])(=O)[CH3:2]>C1COCC1>[CH3:2][CH2:1][CH2:2][CH2:1][O:4][C@H:5]([CH2:6][OH:4])[CH2:5][CH3:6]. Conditions: temperature 5 celsius, time 8 hour. Run in C1CCOC1 (THF). Procedure: To a 500 ml flask was added 200 g of THF and 8.8 g of 70 wt. % HClO4 aqueous solution. The solution was cooled to 5° C., titrated with 48.0 g of acetic anhydride over 30 minutes, and then stirred for 8 hours, while maintaining the temperature at 5° C. The reaction is then quenched with 190.5 g of 17 wt. % aqueous solution of sodium hydroxide with stirring, the flask is settled and the water layer is removed. 47.1 g of 30 wt. % aqueous solution of sodium hydroxide is added to the oil layer, which... The reactants are HClO4, C(C)(=O)OC(C)=O (acetic anhydride). Product: CCCCO[C@@H](CC)CO (PTMG).